From a dataset of the Open Reaction Database (ORD), a public repository of structured organic reaction records. describe an organic reaction: reactants, conditions, products, and yield The reactants are C[Mg]Br (methylmagnesium bromide), ClC=1C=C(C(=C(C=O)C1)OC)OC (5-chloro-2,3-dimethoxybenzaldehyde), C[Mg]Br (methylmagnesium bromide), CCOCC (ether), [Cl-].[NH4+] (ammonium chloride). The solvent is CC(C)(C)OC (TBME). Reaction conditions: temperature 33 celsius. The product is ClC=1C=C(C(=C(C1)C(C)O)OC)OC (1-(5-Chloro-2,3-dimethoxy-phenyl)-ethanol). Yield: 96.0%. As a reaction SMILES: [Cl:1][C:2]1[CH:3]=[C:4]([O:12][CH3:13])[C:5]([O:10][CH3:11])=[C:6]([CH:9]=1)[CH:7]=[O:8].[CH3:14][Mg]Br.CCOCC.[Cl-].[NH4+]>CC(OC)(C)C>[Cl:1][C:2]1[CH:3]=[C:4]([O:12][CH3:13])[C:5]([O:10][CH3:11])=[C:6]([CH:7]([OH:8])[CH3:14])[CH:9]=1 |f:3.4|. Reported procedure: To a mixture of 5-chloro-2,3-dimethoxybenzaldehyde (339, 1.69 mol) in TBME (5.6 L) was added 3M methylmagnesium bromide in ether (660 mL, 1.98 mol) over 1 hour at 9 to 12° C. The mixture was warmed at 33° C. for 1 hour 20 minutes. There was significant starting material present so more methylmagnesium bromide was added (590 mL, 1.77 mol) over 1 hour 20 minutes with the reaction temperature at 33° C. The reaction was cooled to room temperature overnight and poured into ammonium chloride (20 wt %,... Reported procedure: To the suspension solution of 2-[(2-chloro-5-fluoro-4-pyrimidinyl)amino]-N-(1-methylethyl)benzamide (100 mg, 0.32 mmol) and (5R)-1-(3-aminophenyl)-5-methyl-4-(trifluoroacetyl)-2-piperazinone (147 mg, 0.48 mmol) was added 2 drops of 12N HCl. The reaction mixture was then sealed and heated in a 95° C. oil bath for 16 h. The reaction was followed by LC/MS. The reaction was evaporated to dryness. The residue was then dissolved in THF (10 mL) with LiOH (1.0 M solution 0.64 mL). The reaction mixture w... Yields the product FC=1C(=NC(=NC1)NC1=CC(=CC=C1)N1C(CN[C@@H](C1)C)=O)NC1=C(C(=O)NC(C)C)C=CC=C1 (2-{[5-fluoro-2-({3-[(5R)-5-methyl-2-oxo-1-piperazinyl]phenyl}amino)-4-pyrimidinyl]amino}-N-(1-methylethyl)benzamide). Reaction conditions: temperature 95 celsius. Reactants: ClC1=NC=C(C(=N1)NC1=C(C(=O)NC(C)C)C=CC=C1)F (2-[(2-chloro-5-fluoro-4-pyrimidinyl)amino]-N-(1-methylethyl)benzamide), NC=1C=C(C=CC1)N1C(CN([C@@H](C1)C)C(C(F)(F)F)=O)=O ((5R)-1-(3-aminophenyl)-5-methyl-4-(trifluoroacetyl)-2-piperazinone). The reagents and catalysts are Cl (HCl). RXN SMILES: Cl[C:2]1[N:7]=[C:6]([NH:8][C:9]2[CH:20]=[CH:19][CH:18]=[CH:17][C:10]=2[C:11]([NH:13][CH:14]([CH3:16])[CH3:15])=[O:12])[C:5]([F:21])=[CH:4][N:3]=1.[NH2:22][C:23]1[CH:24]=[C:25]([N:29]2[CH2:34][C@@H:33]([CH3:35])[N:32](C(=O)C(F)(F)F)[CH2:31][C:30]2=[O:42])[CH:26]=[CH:27][CH:28]=1>Cl>[F:21][C:5]1[C:6]([NH:8][C:9]2[CH:20]=[CH:19][CH:18]=[CH:17][C:10]=2[C:11]([NH:13][CH:14]([CH3:16])[CH3:15])=[O:12])=[N:7][C:2]([NH:22][C:23]2[CH:28]=[CH:27][CH:26]=[C:25]([N:29]3[CH2:34][C@@H:33]([CH3:35])[NH:32][CH2:31][C:30]3=[O:42])[CH:24]=2)=[N:3][CH:4]=1. Yield: 55.0%. Reactants: C(C)(=O)Cl (acetyl chloride), ice, C(C)(C)(C)OC(=O)N1C[C@@H](OC[C@@H]1C(C(CC1=CC(=CC=C1)OCC1=CC=CC=C1)N)O)OCC1(CCCC1)C ((2R,5R)-5-[2-amino-3-(3-benzyloxyphenyl)-1-hydroxypropyl]-2-(1-methylcyclopentylmethoxy)-morpholine-4-carboxylic acid tert-butyl ester), C(C)(C)N(C(C)C)CC (N,N-diisopropyl-ethylamine). Solvent: ClCCl (dichloromethane), C(C)(=O)OCC (ethyl acetate). Run at time 15 minute. Yields the product C(C)(C)(C)OC(=O)N1C[C@@H](OC[C@@H]1[C@H]([C@H](CC1=CC(=CC=C1)OCC1=CC=CC=C1)NC(C)=O)O)OCC1(CCCC1)C ((2R,5R)-5-[(1S,2S)-2-Acetylamino-3-(3-benzyloxyphenyl)-1-hydroxypropyl]-2-(1-methyl-cyclopentylmethoxy)-morpholine-4-carboxylic acid tert-butyl ester). Isolated yield 25.0%. Reaction SMILES: [C:1](Cl)(=[O:3])[CH3:2].[C:5]([O:9][C:10]([N:12]1[C@@H:17]([CH:18]([OH:36])[CH:19]([NH2:35])[CH2:20][C:21]2[CH:26]=[CH:25][CH:24]=[C:23]([O:27][CH2:28][C:29]3[CH:34]=[CH:33][CH:32]=[CH:31][CH:30]=3)[CH:22]=2)[CH2:16][O:15][C@@H:14]([O:37][CH2:38][C:39]2([CH3:44])[CH2:43][CH2:42][CH2:41][CH2:40]2)[CH2:13]1)=[O:11])([CH3:8])([CH3:7])[CH3:6].C(N(CC)C(C)C)(C)C>ClCCl.C(OCC)(=O)C>[C:5]([O:9][C:10]([N:12]1[C@@H:17]([C@@H:18]([OH:36])[C@@H:19]([NH:35][C:1](=[O:3])[CH3:2])[CH2:20][C:21]2[CH:26]=[CH:25][CH:24]=[C:23]([O:27][CH2:28][C:29]3[CH:34]=[CH:33][CH:32]=[CH:31][CH:30]=3)[CH:22]=2)[CH2:16][O:15][C@@H:14]([O:37][CH2:38][C:39]2([CH3:44])[CH2:40][CH2:41][CH2:42][CH2:43]2)[CH2:13]1)=[O:11])([CH3:8])([CH3:6])[CH3:7]. Procedure details: Add acetyl chloride (0.13 mL, 1.82 mmol) to an ice cold solution of (2R,5R)-5-[2-amino-3-(3-benzyloxyphenyl)-1-hydroxypropyl]-2-(1-methylcyclopentylmethoxy)-morpholine-4-carboxylic acid tert-butyl ester (0.91 g, 1.652 mmol) and N,N-diisopropyl-ethylamine (0.58 mL, 3.30 mmol) in dichloromethane (20 mL). Stir 15 minutes and dilute with ethyl acetate and wash with 1 N hydrochloric acid, saturated aqueous sodium chloride, dry (magnesium sulfate) and purify (silica gel chromatography, elutin with dic...